From a dataset of the Open Reaction Database (ORD), a public repository of structured organic reaction records. describe an organic reaction: reactants, conditions, products, and yield The reactants are Cl (hydrogen chloride), N([C@@H](CC(OC(C)(C)C)=O)C(=O)N[C@@H](CC1=CC=CC=C1)C(=O)O)C(=O)OCC1=CC=CC=C1 (Z-Asp(OtBu)-Phe), CO (methanol), [H][H] (hydrogen). The reagents and catalysts are [Pd] (palladium). Solvent: O1CCOCC1 (dioxane). Product: N[C@@H](CC(OC(C)(C)C)=O)C(=O)N[C@@H](CC1=CC=CC=C1)C(=O)OC (H-Asp(tBu)-Phe-OCH3). As a reaction SMILES: [NH:1](C(OCC1C=CC=CC=1)=O)[C@H:2]([C:11]([NH:13][C@H:14]([C:22]([OH:24])=[O:23])[CH2:15][C:16]1[CH:21]=[CH:20][CH:19]=[CH:18][CH:17]=1)=[O:12])[CH2:3][C:4](=[O:10])[O:5][C:6]([CH3:9])([CH3:8])[CH3:7].Cl.[H][H].[CH3:38]O>O1CCOCC1.[Pd]>[NH2:1][C@H:2]([C:11]([NH:13][C@H:14]([C:22]([O:24][CH3:38])=[O:23])[CH2:15][C:16]1[CH:17]=[CH:18][CH:19]=[CH:20][CH:21]=1)=[O:12])[CH2:3][C:4](=[O:10])[O:5][C:6]([CH3:7])([CH3:8])[CH3:9]. Procedure: 48.6 g of Z-Asp(OtBu)-Phe-OCH 3 in 700 ml of methanol are decarbobenzoxylated in a duck-shaped flask at room temperature after adding 33.5 ml of 3 N hydrogen chloride in dioxane and 5 g of 10% strength palladium catalyst on charcoal. After the hydrogen uptake has ended the mixture is filtered and the filtrate evaporated. 38.7 g of a white foam are obtained. In a thin layer chromatogram on silica gel in chloroform-methanol (9:1) Rf = 0.60; in chloroform-acetone (1:1) Rf = 0.58; Rf102E = 0.42. The... Conditions: temperature 50 celsius, time 16 hour. Yields the product COC=1C=CC2=C(C1)OCC1N(CCC12)C(=O)OC(C)(C)C (Tert-butyl 7-methoxy-1,3a,4,9b-tetrahydrochromeno[3,4-b]pyrrole-3(2H)-carboxylate). Procedure: Tert-butyl 2-[(2-bromo-5-methoxyphenoxy)methyl]-2,5-dihydro-1H-pyrrole-1-carboxylate (16.4 g, 0.43 mol) was dissolved in toluene (790 mL) and heated at 50° C. for 20 min. To this solution was added AlBN (781 mg, 0.047 mol) and tributyltin hydride (17.9 mL, 0.67 mol). The reaction mixture was stirred at 80° C. for 16 h, cooled to RT, and DBU (10.7 g, 0.70 mol) was added. The resulting suspension was filtered through a pad of silica gel (100 g), and the solids washed with methyl tert-butylether. T... RXN SMILES: Br[C:2]1[CH:21]=[CH:20][C:19]([O:22][CH3:23])=[CH:18][C:3]=1[O:4][CH2:5][CH:6]1[CH:10]=[CH:9][CH2:8][N:7]1[C:11]([O:13][C:14]([CH3:17])([CH3:16])[CH3:15])=[O:12].C([SnH](CCCC)CCCC)CCC.C1CCN2C(=NCCC2)CC1>C1(C)C=CC=CC=1>[CH3:23][O:22][C:19]1[CH:20]=[CH:21][C:2]2[CH:10]3[CH:6]([N:7]([C:11]([O:13][C:14]([CH3:17])([CH3:16])[CH3:15])=[O:12])[CH2:8][CH2:9]3)[CH2:5][O:4][C:3]=2[CH:18]=1. The reactants are C1CCC2=NCCCN2CC1 (DBU), AlBN, C(CCC)[SnH](CCCC)CCCC (tributyltin hydride), BrC1=C(OCC2N(CC=C2)C(=O)OC(C)(C)C)C=C(C=C1)OC (Tert-butyl 2-[(2-bromo-5-methoxyphenoxy)methyl]-2,5-dihydro-1H-pyrrole-1-carboxylate). Solvent: C1(=CC=CC=C1)C (toluene). Starting materials: O=c1ccccn1C(=S)n1ccccc1=O, CC(C)(C)C(=O)NCc1ccc(Cl)c(N)c1Cl, C1COCCO1. Product: CC(C)(C)C(=O)NCc1ccc(Cl)c(N=C=S)c1Cl. As a reaction SMILES: [C:1](=[S:2])([n:3]1[cH:4][cH:5][cH:6][cH:7][c:8]1=[O:9])[n:10]1[cH:11][cH:12][cH:13][cH:14][c:15]1=[O:16].[NH2:17][c:18]1[c:19]([Cl:33])[c:20]([CH2:21][NH:22][C:23]([C:24]([CH3:25])([CH3:26])[CH3:27])=[O:28])[cH:29][cH:30][c:31]1[Cl:32].[O:34]1[CH2:35][CH2:36][O:37][CH2:38][CH2:39]1>>[C:1](=[S:2])=[N:17][c:18]1[c:19]([Cl:33])[c:20]([CH2:21][NH:22][C:23]([C:24]([CH3:25])([CH3:26])[CH3:27])=[O:28])[cH:29][cH:30][c:31]1[Cl:32]. Starting materials: C(=O)NC1=CC=CC2=CC=CC=C12 (N-formyl-1-naphthylamine), ClCCC12CCCN2CCC1 (5-(2-chloroethyl)-1-azabicyclo[3.3.0]octane). The product is N12CCCC2(CCC1)CCN(C=O)C1=CC=CC2=CC=CC=C12 (1-{N-[2-(1-Azabicyclo[3.3.0]octan-5-yl)ethyl]-N-formylamino}naphthalene), liquid. Isolated yield 52.6%. Reaction SMILES: [CH:1]([NH:3][C:4]1[C:13]2[C:8](=[CH:9][CH:10]=[CH:11][CH:12]=2)[CH:7]=[CH:6][CH:5]=1)=[O:2].Cl[CH2:15][CH2:16][C:17]12[CH2:24][CH2:23][CH2:22][N:21]1[CH2:20][CH2:19][CH2:18]2>>[N:21]12[CH2:22][CH2:23][CH2:24][C:17]1([CH2:16][CH2:15][N:3]([C:4]1[C:13]3[C:8](=[CH:9][CH:10]=[CH:11][CH:12]=3)[CH:7]=[CH:6][CH:5]=1)[CH:1]=[O:2])[CH2:18][CH2:19][CH2:20]2. Procedure: The procedures described in Example 2 were repeated except that N-formyl-1-naphthylamine (1.90 g, 11.1 mmol ) and 5-(2-chloroethyl)-1-azabicyclo[3.3.0]octane (hydrochloride, 2.57 g, 12.2 mmol ) were employed In this case, the desired compound was obtained as a colorless liquid (1.80 g, 52.6%) The reactants are C(C)(C)(C)OC(=O)N1CCC(CC1)NC(=O)C=1C=2C[C@@H]3[C@H](C2N(N1)C1=C(C=C(C=C1)F)F)C3 (4-{[(1aR,5aR)-2-(2,4-Difluoro-phenyl)-1a,2,5,5a-tetrahydro-1H-2,3-diaza-cyclopropa[a]pentalene-4-carbonyl]-amino}-piperidine-1-carboxylic acid tert-butyl ester). The solvent is C(=O)(C(F)(F)F)O.C(Cl)Cl (TFA DCM). Conditions: time 1 hour. Yields the product N1CCC(CC1)NC(=O)C=1C=2C[C@@H]3[C@H](C2N(N1)C1=C(C=C(C=C1)F)F)C3 ((1aR,5aR)-2-(2,4-Difluoro-phenyl)-1a,2,5,5a-tetrahydro-1H-2,3-diaza-cyclopropa[a]pentalene-4-carboxylic Acid Piperidin-4-ylamide). Isolated yield 84.5%. As a reaction SMILES: C(OC([N:8]1[CH2:13][CH2:12][CH:11]([NH:14][C:15]([C:17]2[C:18]3[CH2:19][C@H:20]4[CH2:33][C@H:21]4[C:22]=3[N:23]([C:25]3[CH:30]=[CH:29][C:28]([F:31])=[CH:27][C:26]=3[F:32])[N:24]=2)=[O:16])[CH2:10][CH2:9]1)=O)(C)(C)C>C(O)(C(F)(F)F)=O.C(Cl)Cl>[NH:8]1[CH2:13][CH2:12][CH:11]([NH:14][C:15]([C:17]2[C:18]3[CH2:19][C@H:20]4[CH2:33][C@H:21]4[C:22]=3[N:23]([C:25]3[CH:30]=[CH:29][C:28]([F:31])=[CH:27][C:26]=3[F:32])[N:24]=2)=[O:16])[CH2:10][CH2:9]1 |f:1.2|. Procedure details: 4-{[(1aR,5aR)-2-(2,4-Difluoro-phenyl)-1a,2,5,5a-tetrahydro-1H-2,3-diaza-cyclopropa[a]pentalene-4-carbonyl]-amino}-piperidine-1-carboxylic acid tert-butyl ester (100 mg, 0.218 mmol) was dissolved in 20% TFA/DCM (3 mL). The reaction mixture was stirred at room temperature for 1 h. The solvent was evaporated, and the residue was purified by cation exchange resin to give the title compound (66 mg). LCMS m/z=359.4 [M+H]+; 1H NMR (400 MHz, CDCl3) δ ppm 0.48 (td, J=4.2 and 3.6 Hz, 1H), 1.10-1.17 (m, 1H... Procedure: To a solution of methyl 4,5-diamino-2,2-dimethyl-2,3-dihydro-1-benzofuran-7-carboxylate (Intermediate-1, 2.00 g, 8.47 mmol) in ethanol:water (50:4 mL) was added cyanogen bromide (1.07 g, 10.16 mmol). The reaction mass was refluxed for 4-5 h. The reaction mass was quenched in water, neutralised with sodium bicarbonate and extracted with solution of (10%) DCM: methanol. The organic layer was dried over anhydrous sodium sulphate and concentrated to afford 1.0 g of the desired product. 1HNMR (DMSO-d... The product is NC1=NC2=C(N1)C=1CC(OC1C(=C2)C(=O)OC)(C)C (methyl 2-amino-7,7-dimethyl-7,8-dihydro-1H-benzofuro[4,5-d]imidazole-5-carboxylate). The reactants are NC1=C(C=C(C2=C1CC(O2)(C)C)C(=O)OC)N (methyl 4,5-diamino-2,2-dimethyl-2,3-dihydro-1-benzofuran-7-carboxylate), O (water), N#CBr (cyanogen bromide). Solvent: C(C)O (ethanol). RXN SMILES: [NH2:1][C:2]1[C:7]2[CH2:8][C:9]([CH3:12])([CH3:11])[O:10][C:6]=2[C:5]([C:13]([O:15][CH3:16])=[O:14])=[CH:4][C:3]=1[NH2:17].O.[N:19]#[C:20]Br>C(O)C>[NH2:19][C:20]1[NH:1][C:2]2[C:7]3[CH2:8][C:9]([CH3:12])([CH3:11])[O:10][C:6]=3[C:5]([C:13]([O:15][CH3:16])=[O:14])=[CH:4][C:3]=2[N:17]=1. Isolated yield 45.2%.